From a dataset of the Open Reaction Database (ORD), a public repository of structured organic reaction records. describe an organic reaction: reactants, conditions, products, and yield Reactants: Cl.NCCCCCC(CC(=O)N)O (8-amino-3-hydroxyoctanamide hydrochloride), S(=O)(=O)(O)O.CSC(N)=N.CSC(N)=N (S-methylisothiourea hemisulfate), Cl (hydrochloric acid). Run in [OH-].[Na+] (sodium hydroxide). Reaction conditions: time 8 hour. The product is Cl.N(C(=N)N)CCCCCC(CC(=O)N)O (8-guanidino-3-hydroxyoctanamide hydrochloride). The yield is 113.3%. As a reaction SMILES: [ClH:1].[NH2:2][CH2:3][CH2:4][CH2:5][CH2:6][CH2:7][CH:8]([OH:13])[CH2:9][C:10]([NH2:12])=[O:11].S(O)(O)(=O)=O.CS[C:21](=[NH:23])[NH2:22].CSC(=N)N.Cl>[OH-].[Na+]>[ClH:1].[NH:2]([CH2:3][CH2:4][CH2:5][CH2:6][CH2:7][CH:8]([OH:13])[CH2:9][C:10]([NH2:12])=[O:11])[C:21]([NH2:23])=[NH:22] |f:0.1,2.3.4,6.7,8.9|. Procedure: To a solution of 670 mg of 8-amino-3-hydroxyoctanamide hydrochloride in 8 ml of 1N aqueous sodium hydroxide solution, was added 668 mg (2.4 mmoles) of S-methylisothiourea hemisulfate. The mixture was stirred overnight at room temperature. The reaction mixture was adjusted to pH 6 with 1N hydrochloric acid, evaporated to dryness and dissolved in 5 ml of 1M saline. The solution was passed through a column of 160 ml of Diaion® HP-20 (Mitsubishi Chemical Co.) and the column was eluted successively w... Starting materials: C(CCC)N1C(=C(C2=CC=CC=C12)C1(OC(=O)C2=CC=CC=C12)C1=C(N(C2=CC=CC=C12)CCCCCCCCCCCCCC)C)C (3-(1-butyl-2-methylindol-3-yl)-3-(1-tetradecyl-2-methylindol-3-yl)phthalide), O.NN (hydrazine hydrate), C(C)OCCO (2-ethoxyethanol), [OH-].[NH4+] (ammonium hydroxide), C1(=CC=CC=C1)C (toluene), [Cl-].[Na+] (sodium chloride). Reaction conditions: temperature 100 celsius. The product is C(CCC)N1C(=C(C2=CC=CC=C12)C1(NNC(C2=CC=CC=C12)=O)C1=C(N(C2=CC=CC=C12)CCCCCCCCCCCCCC)C)C (4-(1-butyl-2-methylindol-3-yl)-4-(1-tetradecyl-2-methylindol-3-yl)phthalazin-1(2H)-one). As a reaction SMILES: C(N1[C:13]2[C:8](=[CH:9][CH:10]=[CH:11][CH:12]=2)[C:7]([C:14]2([C:24]3[C:32]4[C:27](=[CH:28][CH:29]=[CH:30][CH:31]=4)[N:26]([CH2:33][CH2:34][CH2:35][CH2:36][CH2:37][CH2:38][CH2:39][CH2:40][CH2:41][CH2:42][CH2:43][CH2:44][CH2:45][CH3:46])[C:25]=3[CH3:47])[C:23]3[C:18](=[CH:19][CH:20]=[CH:21][CH:22]=3)[C:16](=O)O2)=[C:6]1[CH3:48])CCC.[OH2:49].[NH2:50][NH2:51].C(OCCO)C.[OH-].[NH4+:59].[Cl-].[Na+].[C:62]1(C)[CH:67]=CC=[CH:64][CH:63]=1>>[CH2:67]([N:59]1[C:13]2[C:8](=[CH:9][CH:10]=[CH:11][CH:12]=2)[C:7]([C:14]2([C:24]3[C:32]4[C:27](=[CH:28][CH:29]=[CH:30][CH:31]=4)[N:26]([CH2:33][CH2:34][CH2:35][CH2:36][CH2:37][CH2:38][CH2:39][CH2:40][CH2:41][CH2:42][CH2:43][CH2:44][CH2:45][CH3:46])[C:25]=3[CH3:47])[C:23]3[C:18](=[CH:19][CH:20]=[CH:21][CH:22]=3)[C:16](=[O:49])[NH:51][NH:50]2)=[C:6]1[CH3:48])[CH2:62][CH2:63][CH3:64] |f:1.2,4.5,6.7|. Procedure: With stirring a mixture of 10.0 g of 3-(1-butyl-2-methylindol-3-yl)-3-(1-tetradecyl-2-methylindol-3-yl)phthalide, 9.4 g of 85 percent hydrazine hydrate and 50.0 ml of 2-ethoxyethanol was maintained at approximately 100° C. for approximately two hours. After cooling the reaction mixture to approximately 50° C., there was added slowly 75.0 ml of 5 percent aqueous ammonium hydroxide and 75.0 ml of toluene and a small portion of saturated sodium chloride solution. The water layer was separated and e... Starting materials: CCOC(=O)CCCOc1ccc(Oc2c(-c3ccccc3)c(C)cc3cc(OC)ccc23)cc1, CCO, Cl, [Na+], [OH-]. Yields the product COc1ccc2c(Oc3ccc(OCCCC(=O)O)cc3)c(-c3ccccc3)c(C)cc2c1. Reaction SMILES: [CH3:1][c:2]1[c:3](-[c:30]2[cH:31][cH:32][cH:33][cH:34][cH:35]2)[c:4]([O:14][c:15]2[cH:16][cH:17][c:18]([O:21][CH2:22][CH2:23][CH2:24][C:25](=[O:26])[O:27][CH2:28][CH3:29])[cH:19][cH:20]2)[c:5]2[cH:6][cH:7][c:8]([O:12][CH3:13])[cH:9][c:10]2[cH:11]1.[CH3:39][CH2:40][OH:41].[ClH:38].[Na+:37].[OH-:36]>>[CH3:1][c:2]1[c:3](-[c:30]2[cH:31][cH:32][cH:33][cH:34][cH:35]2)[c:4]([O:14][c:15]2[cH:16][cH:17][c:18]([O:21][CH2:22][CH2:23][CH2:24][C:25](=[O:26])[OH:27])[cH:19][cH:20]2)[c:5]2[cH:6][cH:7][c:8]([O:12][CH3:13])[cH:9][c:10]2[cH:11]1. As a reaction SMILES: [CH2:15]1[O:16][CH2:17][CH2:18][CH2:19]1.[CH3:1][NH:2][CH:3]1[CH2:4][CH2:5][CH:6]([C:9](=[O:10])[O:11][CH3:12])[CH2:7][CH2:8]1.[Na+:14].[OH-:13].[OH2:20]>>[CH3:1][NH:2][CH:3]1[CH2:4][CH2:5][CH:6]([C:9](=[O:10])[OH:11])[CH2:7][CH2:8]1. The reactants are C1CCOC1, CNC1CCC(C(=O)OC)CC1, [Na+], [OH-], O. The product is CNC1CCC(C(=O)O)CC1.